This data is from the Open Reaction Database (ORD), a public repository of structured organic reaction records. The task is: describe an organic reaction: reactants, conditions, products, and yield Starting materials: [Cl-] (chloride), ClCC(=O)Cl (chloroacetyl chloride), NCCCN1C=NC=C1 (1-(3-aminopropyl)imidazole). The solvent is O (water), C(Cl)Cl (methylene chloride), C(Cl)Cl (methylene chloride). Run at time 15 minute. Product: ClCC(=O)NCCCN1C=NC=C1 (N-(3-[chloroacetamido]propyl)imidazole). RXN SMILES: [Cl:1][CH2:2][C:3](Cl)=[O:4].[NH2:6][CH2:7][CH2:8][CH2:9][N:10]1[CH:14]=[CH:13][N:12]=[CH:11]1.[Cl-]>C(Cl)Cl.O>[Cl:1][CH2:2][C:3]([NH:6][CH2:7][CH2:8][CH2:9][N:10]1[CH:14]=[CH:13][N:12]=[CH:11]1)=[O:4]. Reported procedure: A solution of 14.9 g of chloroacetyl chloride in 25 ml of methylene chloride was added to a stirred solution of 15.0 g of 1-(3-aminopropyl)imidazole in 75 ml of methylene chloride at 0° C. The rate of addition was controlled to keep the reaction temperature below 15° C. During the course of the reaction a brown gummy viscous oil separated out of solution. Approximately two-thirds of the way through the addition, 50 ml of 20% NaOH was added to the mixture, and the oil went into solution. After th...